Dataset: the Open Reaction Database (ORD), a public repository of structured organic reaction records. Task: describe an organic reaction: reactants, conditions, products, and yield Yields the product Cl.Cl.OCC1=CC2=C(CN(CCN2CC=2N=CNC2)C(=O)C2=CC=CC3=CC=CC=C23)C=C1 (2,3,4,5-Tetrahydro-8-(hydroxymethyl)-1-(1H-imidazol-4-ylmethyl)-4-(1-naphthalenylcarbonyl)-1H-1,4-benzodiazepine, dihydrochloride). The reactants are Cl.BrC=1C=CC2=C(CN(CCN2CC=2N=CNC2)C(=O)C2=CC=CC3=CC=CC=C23)C1 (7-Bromo-2,3,4,5-tetrahydro-1-(1H-imidazol-4-ylmethyl)-4-(1-naphthalenylcarbonyl)-1H-1,4-benzodiazepine, hydrochloride), Compound F, Cl.N1C=NC(=C1)CN1CCN(CC2=C1C=CC=C2)C(=O)C2=CC=CC1=CC=CC=C21 (2,3,4,5-Tetrahydro-1-(1H-imidazol-4-ylmethyl)-4-(1-naphthalenylcarbonyl)-1H-1,4-benzodiazepine, hydrochloride). The solvent is CO (MeOH). As a reaction SMILES: [ClH:1].Br[C:3]1[CH:4]=[CH:5][C:6]2[N:12]([CH2:13][C:14]3[N:15]=[CH:16][NH:17][CH:18]=3)[CH2:11][CH2:10][N:9]([C:19]([C:21]3[C:30]4[C:25](=[CH:26][CH:27]=[CH:28][CH:29]=4)[CH:24]=[CH:23][CH:22]=3)=[O:20])[CH2:8][C:7]=2[CH:31]=1.Cl.N1C=C(CN2C3C=CC=CC=3CN([C:50](C3C4C(=CC=CC=4)C=CC=3)=[O:51])CC2)N=C1>CO>[ClH:1].[ClH:1].[OH:51][CH2:50][C:4]1[CH:3]=[CH:31][C:7]2[CH2:8][N:9]([C:19]([C:21]3[C:30]4[C:25](=[CH:26][CH:27]=[CH:28][CH:29]=4)[CH:24]=[CH:23][CH:22]=3)=[O:20])[CH2:10][CH2:11][N:12]([CH2:13][C:14]3[N:15]=[CH:16][NH:17][CH:18]=3)[C:6]=2[CH:5]=1 |f:0.1,2.3,5.6.7|. Procedure: Example 274 was prepared as an off white solid from Compound B as described for Compound F of Example 41, with chromatography using 5% MeOH/0.5% NH4OH/methylene chloride, and Compound D of Example 1, with purification by prep HPLC before formation of the HCl salt. Reactants: CCO, Cc1ccc(-c2ccccc2)c([N+](=O)[O-])c1, [H][H]. The product is Cc1ccc(-c2ccccc2)c(N)c1. Reaction SMILES: [CH3:19][CH2:20][OH:21].[CH3:1][c:2]1[cH:3][c:4]([N+:14]([O-:15])=[O:16])[c:5](-[c:8]2[cH:9][cH:10][cH:11][cH:12][cH:13]2)[cH:6][cH:7]1.[H:17][H:18]>>[CH3:1][c:2]1[cH:3][c:4]([NH2:14])[c:5](-[c:8]2[cH:9][cH:10][cH:11][cH:12][cH:13]2)[cH:6][cH:7]1.